From a dataset of the Open Reaction Database (ORD), a public repository of structured organic reaction records. describe an organic reaction: reactants, conditions, products, and yield Starting materials: NC1=CC(=C(OC2=CC=NC3=CC(=CC=C23)OC(CO)(C)C)C=C1)F (2-((4-(4-amino-2-fluorophenoxy)quinolin-7-yl)oxy)-2-methylpropan-1-ol), CN1N(C(C(=C1C)C(=O)O)=O)C1=CC=CC=C1 (1,5-dimethyl-3-oxo-2-phenyl-2,3-dihydro-1H-pyrazole-4-carboxylic acid), CCN=C=NCCCN(C)C (EDCI), C1=CC2=C(N=C1)N(N=N2)O (HOAT). Solvent: C(Cl)Cl (DCM). Product: FC=1C=C(C=CC1OC1=CC=NC2=CC(=CC=C12)OC(CO)(C)C)NC(=O)C=1C(N(N(C1C)C)C1=CC=CC=C1)=O (N-(3-fluoro-4-((7-((1-hydroxy-2-methylpropan-2-yl)oxy)quinolin-4-yl)oxy)phenyl)-1,5-dimethyl-3-oxo-2-phenyl-2,3-dihydro-1H-pyrazole-4-carboxamide). The yield is 76.2%. As a reaction SMILES: [NH2:1][C:2]1[CH:24]=[CH:23][C:5]([O:6][C:7]2[C:16]3[C:11](=[CH:12][C:13]([O:17][C:18]([CH3:22])([CH3:21])[CH2:19][OH:20])=[CH:14][CH:15]=3)[N:10]=[CH:9][CH:8]=2)=[C:4]([F:25])[CH:3]=1.[CH3:26][N:27]1[C:31]([CH3:32])=[C:30]([C:33](O)=[O:34])[C:29](=[O:36])[N:28]1[C:37]1[CH:42]=[CH:41][CH:40]=[CH:39][CH:38]=1.CCN=C=NCCCN(C)C.C1C=NC2N(O)N=NC=2C=1>C(Cl)Cl>[F:25][C:4]1[CH:3]=[C:2]([NH:1][C:33]([C:30]2[C:29](=[O:36])[N:28]([C:37]3[CH:38]=[CH:39][CH:40]=[CH:41][CH:42]=3)[N:27]([CH3:26])[C:31]=2[CH3:32])=[O:34])[CH:24]=[CH:23][C:5]=1[O:6][C:7]1[C:16]2[C:11](=[CH:12][C:13]([O:17][C:18]([CH3:22])([CH3:21])[CH2:19][OH:20])=[CH:14][CH:15]=2)[N:10]=[CH:9][CH:8]=1. Procedure details: To a solution of 2-((4-(4-amino-2-fluorophenoxy)quinolin-7-yl)oxy)-2-methylpropan-1-ol (2.84 g, 8.3 mmol) in DCM (30 mL) was added 1,5-dimethyl-3-oxo-2-phenyl-2,3-dihydro-1H-pyrazole-4-carboxylic acid (1.97 g, 8.4 mmol), EDCI (1.92 g, 10.0 mmol) and HOAT (0.23 g, 1.7 mmol). The reaction mixture was stirred at reflux for 4 hours and then concentrated in vacuo. The residue was stirred in 95% EtOH (50 mL)/water (30 mL), and then filtered to give the title compound as a light yellow solid (3.52 g, 7... Procedure: N-[2-Chloro-4-(6-cyano-7-hydroxyquinolin-4-yloxy) phenyl]-N′-methylurea (600 mg) was added to dimethylformamide (4 ml), and then (2R)-(−)-glycidyl p-toluenesulfonate (484 mg) and potassium carbonate (450 mg) were added thereto and the mixture was heated at 50° C. for 4 hours. Water was added to the reaction solution, extraction was performed with ethyl acetate, the organic layer was washed with water and saturated brine in that order and dried over anhydrous sodium sulfate, and the solvent was d... The solvent is C(C)(=O)OCC (ethyl acetate), O (Water). The reactants are ClC1=C(C=CC(=C1)OC1=CC=NC2=CC(=C(C=C12)C#N)O)NC(=O)NC (N-[2-Chloro-4-(6-cyano-7-hydroxyquinolin-4-yloxy) phenyl]-N′-methylurea), CN(C=O)C (dimethylformamide), CC1=CC=C(C=C1)S(=O)(=O)OC[C@H]2CO2 ((2R)-(−)-glycidyl p-toluenesulfonate), C([O-])([O-])=O.[K+].[K+] (potassium carbonate). Reaction SMILES: [Cl:1][C:2]1[CH:7]=[C:6]([O:8][C:9]2[C:18]3[C:13](=[CH:14][C:15]([OH:21])=[C:16]([C:19]#[N:20])[CH:17]=3)[N:12]=[CH:11][CH:10]=2)[CH:5]=[CH:4][C:3]=1[NH:22][C:23]([NH:25][CH3:26])=[O:24].CN(C)C=O.CC1C=CC(S(O[CH2:43][C@@H:44]2[O:46][CH2:45]2)(=O)=O)=CC=1.C(=O)([O-])[O-].[K+].[K+]>C(OCC)(=O)C.O>[C:19]([C:16]1[CH:17]=[C:18]2[C:13](=[CH:14][C:15]=1[O:21][CH2:43][C@H:44]1[CH2:45][O:46]1)[N:12]=[CH:11][CH:10]=[C:9]2[O:8][C:6]1[CH:5]=[CH:4][C:3]([NH:22][C:23]([NH:25][CH3:26])=[O:24])=[C:2]([Cl:1])[CH:7]=1)#[N:20] |f:3.4.5|. Product: C(#N)C=1C=C2C(=CC=NC2=CC1OC[C@@H]1OC1)OC1=CC(=C(C=C1)NC(=O)NC)Cl (N-(4-{6-Cyano-7-[(2R)-oxiran-2-yl]methoxyquinolin-4-yloxy}-2-chlorophenyl)-N′-methylurea). The yield is 94.0%. Conditions: temperature 50 celsius. The reactants are OC1=CC=C(C=C1)C(=CC1=CC=C(C=C1)O)C (4,4'-Dihydroxy-alpha-methylstilbene), [OH-].[Na+] (sodium hydroxide), C(C)(C)O (isopropanol), C(Cl)C1CO1 (epichlorohydrin), [OH-].[Na+] (sodium hydroxide), [OH-].[Na+] (sodium hydroxide), [OH-].[Na+] (sodium hydroxide), C(Cl)C1CO1 (epichlorohydrin), C(Cl)C1CO1 (epichlorohydrin), [OH-].[Na+] (sodium hydroxide). Run in O (water), O (water), O (water). Reaction conditions: temperature 50 celsius. Product: C(C1CO1)OC1=CC=C(C=C1)C(=CC1=CC=C(C=C1)OCC1CO1)C (4,4'-Diglycidyloxy-alpha-methylstilbene). RXN SMILES: [OH:1][C:2]1[CH:7]=[CH:6][C:5]([C:8]([CH3:17])=[CH:9][C:10]2[CH:15]=[CH:14][C:13]([OH:16])=[CH:12][CH:11]=2)=[CH:4][CH:3]=1.[CH2:18]([CH:20]1[O:22][CH2:21]1)Cl.[CH:23]([OH:26])([CH3:25])[CH3:24].[OH-].[Na+]>O>[CH2:18]([O:1][C:2]1[CH:3]=[CH:4][C:5]([C:8]([CH3:17])=[CH:9][C:10]2[CH:11]=[CH:12][C:13]([O:16][CH2:24][CH:23]3[O:26][CH2:25]3)=[CH:14][CH:15]=2)=[CH:6][CH:7]=1)[CH:20]1[O:22][CH2:21]1 |f:3.4|. Reported procedure: 4,4'-Dihydroxy-alpha-methylstilbene (452.5 grams, 4.0 hydroxyl equivalents) from A above, epichlorohydrin (1850.6 grams, 20.0 moles), deionized water (160.9 grams, 8.0 percent by weight of the epichlorohydrin used) and isopropanol (996.5 grams, 35 percent by weight of the epichlorohydrin used) are added to a reactor and heated to 50° C. with stirring under a nitrogen atmosphere. Once the 50° C. temperature is achieved, sodium hydroxide (144.0 grams, 3.60 moles) dissolved in deionized water (576.... Reactants: C(CC(=O)O)(=O)O (malonic acid), ClC(CO)(Cl)Cl (2,2,2-trichloroethanol), O.C1(=CC=C(C=C1)S(=O)(=O)O)C (p-toluenesulfonic acid monohydrate). The solvent is C1=CC=CC=C1 (benzene). Product: C(CC(=O)O)(=O)OCC(Cl)(Cl)Cl (2,2,2-trichloroethyl hydrogen malonate). Isolated yield 18.4%. Reaction SMILES: [C:1]([OH:7])(=[O:6])[CH2:2][C:3]([OH:5])=[O:4].[Cl:8][C:9]([Cl:13])([Cl:12])[CH2:10]O.O.C1(C)C=CC(S(O)(=O)=O)=CC=1>C1C=CC=CC=1>[C:1]([O:7][CH2:10][C:9]([Cl:13])([Cl:12])[Cl:8])(=[O:6])[CH2:2][C:3]([OH:5])=[O:4] |f:2.3|. Procedure: A mixture of finely powdered malonic acid (10.4 g, 0.1 mol), 2,2,2-trichloroethanol (9.6 mL, 0.1 mol) and p-toluenesulfonic acid monohydrate (570 mg, 3% in benzene (30 mL) was stirred under azeotropic reflux for 26 hours, then cooled at room temperature. The unreacted malonic acid (4.6 g) was filtered and washed with benzene (2×10 mL). Water (50 mL) was added to the filtrate followed by portionwise addition of sodium bicarbonate until a basic pH was reached. The aqueous phase was decanted, washe... The reactants are Brc1cn[nH]c1, CC1(CBr)COC1, [H-], [Na+], [Na+], O=C([O-])O, CN(C)C=O. Yields the product CC1(Cn2cc(Br)cn2)COC1. As a reaction SMILES: [Br:3][c:4]1[cH:5][n:6][nH:7][cH:8]1.[Br:9][CH2:10][C:11]1([CH3:15])[CH2:12][O:13][CH2:14]1.[H-:2].[Na+:1].[Na+:25].[O-:21][C:22]([OH:23])=[O:24].[O:16]=[CH:17][N:18]([CH3:19])[CH3:20]>>[Br:3][c:4]1[cH:5][n:6][n:7]([CH2:10][C:11]2([CH3:15])[CH2:12][O:13][CH2:14]2)[cH:8]1. Reactants: CC1CN(C(=O)OCc2ccccc2)CCN1C(=O)C1CCN(C(=O)OC(C)(C)C)CC1, CCO. The product is CC1CNCCN1C(=O)C1CCN(C(=O)OC(C)(C)C)CC1. RXN SMILES: [CH2:1]([O:2][C:3](=[O:4])[N:11]1[CH2:12][CH:13]([CH3:32])[N:14]([C:17](=[O:18])[CH:19]2[CH2:20][CH2:21][N:22]([C:25](=[O:26])[O:27][C:28]([CH3:29])([CH3:30])[CH3:31])[CH2:23][CH2:24]2)[CH2:15][CH2:16]1)[c:5]1[cH:6][cH:7][cH:8][cH:9][cH:10]1.[CH3:33][CH2:34][OH:35]>>[NH:11]1[CH2:12][CH:13]([CH3:32])[N:14]([C:17](=[O:18])[CH:19]2[CH2:20][CH2:21][N:22]([C:25](=[O:26])[O:27][C:28]([CH3:29])([CH3:30])[CH3:31])[CH2:23][CH2:24]2)[CH2:15][CH2:16]1. Reactants: C(O)([O-])=O.[Na+] (sodium hydrogencarbonate), O1CCCC=C1 (3,4-dihydro-2H-pyran), C1(=CC=C(C=C1)S(=O)(=O)[O-])C.[NH+]1=CC=CC=C1 (pyridinium p-toluenesulfonate), C(C)(C)(C)OC(=O)NC(COC1=NOC2=C1C=C(C=C2)NC=O)CO (3-(2-tert-butoxycarbonylamino-3-hydroxypropoxy)-5-formylamino-1,2-benzoisoxazole). Run in C(Cl)Cl (methylene chloride), O (Water). Product: C(C)(C)(C)OC(=O)NC(COC1=NOC2=C1C=C(C=C2)NC=O)COC2OCCCC2 (3-[2-tert-butoxycarbonylamino-3-(2,3,4,5-tetrahydropyranyloxy)propoxy]-5-formylamino-1,2-benzoisoxazole). RXN SMILES: [C:1]([O:5][C:6]([NH:8][CH:9]([CH2:24][OH:25])[CH2:10][O:11][C:12]1[C:16]2[CH:17]=[C:18]([NH:21][CH:22]=[O:23])[CH:19]=[CH:20][C:15]=2[O:14][N:13]=1)=[O:7])([CH3:4])([CH3:3])[CH3:2].[O:26]1[CH:31]=[CH:30][CH2:29][CH2:28][CH2:27]1.C1(C)C=CC(S([O-])(=O)=O)=CC=1.[NH+]1C=CC=CC=1.C(=O)([O-])O.[Na+]>C(Cl)Cl.O>[C:1]([O:5][C:6]([NH:8][CH:9]([CH2:24][O:25][CH:27]1[CH2:28][CH2:29][CH2:30][CH2:31][O:26]1)[CH2:10][O:11][C:12]1[C:16]2[CH:17]=[C:18]([NH:21][CH:22]=[O:23])[CH:19]=[CH:20][C:15]=2[O:14][N:13]=1)=[O:7])([CH3:4])([CH3:3])[CH3:2] |f:2.3,4.5|. Reported procedure: To a suspension of 0.45 g of 3-(2-tert-butoxycarbonylamino-3-hydroxypropoxy)-5-formylamino-1,2-benzoisoxazole in 9 ml of methylene chloride are added 0.14 g of 3,4-dihydro-2H-pyran and 0.06 g of pyridinium p-toluenesulfonate at 20°-25° C., and they are subjected to reaction at 40° C. for one hour. Water is added to the reaction mixture and the pH is adjusted to 9 with a saturated aqueous sodium hydrogencarbonate solution, after which the organic layer is separated. The separated organic layer is... Starting materials: (E)- and (Z)-tert-butyl 4-(3-cyanoallyl)piperazine-1-carboxylate, (E)- and (Z)-tert-butyl 4-(3-cyanoallyl)piperazine-1-carboxylate, (E)- and (Z)-tert-butyl 4-(3-cyanoallyl)piperazine-1-carboxylate, N1C=C(C=C1)C=1C2=C(N=CN1)N(C=C2)COCC[Si](C)(C)C (4-(1H-pyrrol-3-yl)-7-{[2-(trimethylsilyl)ethoxy]methyl}-7H-pyrrolo[2,3-d]pyrimidine), CN(C=O)C (N,N-Dimethylformamide), C([O-])([O-])=O.[K+].[K+] (potassium carbonate). Conditions: temperature 60 celsius, time 17 hour. Product: C(#N)CC(CN1CCN(CC1)C(=O)OC(C)(C)C)N1C=C(C=C1)C=1C2=C(N=CN1)N(C=C2)COCC[Si](C)(C)C (tert-butyl 4-{3-cyano-2-[3-(7-{[2-(trimethylsilyl)ethoxy]methyl}-7H-pyrrolo[2,3-d]pyrimidin-4-yl)-1H-pyrrol-1-yl]propyl}piperazine-1-carboxylate). Reaction SMILES: [NH:1]1[CH:5]=[CH:4][C:3]([C:6]2[C:7]3[CH:14]=[CH:13][N:12]([CH2:15][O:16][CH2:17][CH2:18][Si:19]([CH3:22])([CH3:21])[CH3:20])[C:8]=3[N:9]=[CH:10][N:11]=2)=[CH:2]1.[C:23](=[O:26])([O-])[O-:24].[K+].[K+].[CH3:29][N:30]([CH3:33])[CH:31]=O>>[C:2]([CH2:3][CH:4]([N:1]1[CH:5]=[CH:4][C:3]([C:6]2[C:7]3[CH:14]=[CH:13][N:12]([CH2:15][O:16][CH2:17][CH2:18][Si:19]([CH3:22])([CH3:21])[CH3:20])[C:8]=3[N:9]=[CH:10][N:11]=2)=[CH:2]1)[CH2:29][N:30]1[CH2:33][CH2:13][N:12]([C:23]([O:24][C:7]([CH3:6])([CH3:14])[CH3:8])=[O:26])[CH2:15][CH2:31]1)#[N:1] |f:1.2.3|. Reported procedure: To a mixture of (E)- and (Z)-tert-butyl 4-(3-cyanoallyl)piperazine-1-carboxylate (4.0 g, 0.016 mol; prepared as in Example 1, Steps 1-2) and 4-(1H-pyrrol-3-yl)-7-{[2-(trimethylsilyl)ethoxy]methyl}-7H-pyrrolo[2,3-d]pyrimidine (4.2 g, 0.013 mol, prepared as in WO2009/114512, Example 82) in N,N-Dimethylformamide (25 mL) was added potassium carbonate (5.540 g, 0.0401 mol). The mixture was stirred at 60° C. for 17 hours. Additional (E)- and (Z)-tert-butyl 4-(3-cyanoallyl)piperazine-1-carboxylate (4.0... Starting materials: IN1C(CCC1=O)=O (N-Iodosuccinimide), CN1N=CC=C1C1=CC=C(C=C1)C (1-methyl-5-(4-methylphenyl)-1H-pyrazole). Solvent: C(C)#N (acetonitrile). Reaction conditions: temperature 85 celsius, time 1 hour. The product is IC=1C=NN(C1C1=CC=C(C=C1)C)C (4-iodo-1-methyl-5-(4-methylphenyl)-1H-pyrazole). RXN SMILES: [I:1]N1C(=O)CCC1=O.[CH3:9][N:10]1[C:14]([C:15]2[CH:20]=[CH:19][C:18]([CH3:21])=[CH:17][CH:16]=2)=[CH:13][CH:12]=[N:11]1>C(#N)C>[I:1][C:13]1[CH:12]=[N:11][N:10]([CH3:9])[C:14]=1[C:15]1[CH:20]=[CH:19][C:18]([CH3:21])=[CH:17][CH:16]=1. Reported procedure: N-Iodosuccinimide (95%, 756 mg, 3.19 mmol) was added to a solution of 1-methyl-5-(4-methylphenyl)-1H-pyrazole (500 mg, 2.90 mmol) in acetonitrile (15 mL), and the reaction was allowed to stir for 1 hour at 85° C. Removal of solvent in vacuo provided a residue, which was chromatographed on silica gel (Gradient: 20% to 50% ethyl acetate in heptane) to provide the product as a brown oil. Yield: 630 mg, 2.11 mmol, 73%. LCMS m/z 299.2 (M+1). 1H NMR (400 MHz, CDCl3) δ 2.44 (br s, 3H), 3.83 (s, 3H), 7....